Dataset: the Open Reaction Database (ORD), a public repository of structured organic reaction records. Task: describe an organic reaction: reactants, conditions, products, and yield Reactants: OC(C(C=CC(C)C1CCC2C(CCCC12C)=O)C)(C)C (octahydro-1-(5-hydroxy-1,4,5-trimethyl-2-hexenyl)-7a-methyl-4H-inden-4-one), C[Si](N1C=NC=C1)(C)C (N-(trimethylsilyl)imidazole), O (water). Run in C(Cl)Cl (methylene chloride), C(Cl)Cl (methylene chloride). Conditions: time 18 hour. Product: CC(C=CC(C(C)(O[Si](C)(C)C)C)C)C1CCC2C(CCCC12C)=O (octahydro-1-(1,4,5-trimethyl-5-trimethylsilyloxy-2-hexenyl)-7a-methyl-4H-inden-4-one). Yield: 84.0%. Reaction SMILES: [OH:1][C:2]([CH3:21])([CH3:20])[CH:3]([CH3:19])[CH:4]=[CH:5][CH:6]([CH:8]1[C:16]2([CH3:17])[CH:11]([C:12](=[O:18])[CH2:13][CH2:14][CH2:15]2)[CH2:10][CH2:9]1)[CH3:7].[CH3:22][Si:23]([CH3:30])([CH3:29])N1C=CN=C1.O>C(Cl)Cl>[CH3:7][CH:6]([CH:8]1[C:16]2([CH3:17])[CH:11]([C:12](=[O:18])[CH2:13][CH2:14][CH2:15]2)[CH2:10][CH2:9]1)[CH:5]=[CH:4][CH:3]([CH3:19])[C:2]([CH3:20])([O:1][Si:23]([CH3:30])([CH3:29])[CH3:22])[CH3:21]. Procedure details: A solution of 200.0 mg (0.679 mmol) of [1R-[1α-(1R*,2E,4S*),3aβ,7aα]]-octahydro-1-(5-hydroxy-1,4,5-trimethyl-2-hexenyl)-7a-methyl-4H-inden-4-one in 10 mL of dry methylene chloride was treated with 0.4 mL (2.726 mmol) of N-(trimethylsilyl)imidazole and the resulting mixture stirred at room temperature, under argon, for 18 hours. It was then treated with 1 mL of water, stirred for an additional 30 minutes then diluted with methylene chloride. The organic phase was separated, washed with water and ...